From a dataset of the Open Reaction Database (ORD), a public repository of structured organic reaction records. describe an organic reaction: reactants, conditions, products, and yield Starting materials: [Cl-].C1(=CC=CC=C1)[N+]#N (benzenediazonium chloride), NC1=CC=CC=C1 (aniline). The product is NC1=C(C=CC=C1)N=NC1=CC=CC=C1 (aminoazobenzene). As a reaction SMILES: [Cl-].[C:2]1([N+:8]#[N:9])[CH:7]=[CH:6][CH:5]=[CH:4][CH:3]=1.[NH2:10][C:11]1[CH:16]=[CH:15][CH:14]=[CH:13][CH:12]=1>>[NH2:10][C:11]1[CH:16]=[CH:15][CH:14]=[CH:13][C:12]=1[N:9]=[N:8][C:2]1[CH:7]=[CH:6][CH:5]=[CH:4][CH:3]=1 |f:0.1|. Reported procedure: In a method for preparing the compound: ##STR3## wherein aniline is diazotized in aqueous hydrochloric acid employing sodium nitrite as the diazotizing agent to form benzenediazonium chloride, the benzenediazonium chloride is coupled into aniline to form aminoazobenzene, and the aminoazobenzene is diazotized and coupled into phenol; the improvement comprising: diazotizing the aniline employing an excess of sodium nitrite of up to about 10% of the amount stoichiometrically required to diazotize o... Starting materials: [Li]CCCC, Cn1cccn1, O=Cc1ccc(F)cc1C(F)(F)F, C1CCOC1. The product is Cn1nccc1C(O)c1ccc(F)cc1C(F)(F)F. RXN SMILES: [CH2:7]([Li:8])[CH2:9][CH2:10][CH3:11].[CH3:1][n:2]1[cH:3][cH:4][cH:5][n:6]1.[F:12][c:13]1[cH:14][c:15]([C:21]([F:22])([F:23])[F:24])[c:16]([CH:17]=[O:18])[cH:19][cH:20]1.[O:25]1[CH2:26][CH2:27][CH2:28][CH2:29]1>>[CH3:1][n:2]1[c:3]([CH:17]([c:16]2[c:15]([C:21]([F:22])([F:23])[F:24])[cH:14][c:13]([F:12])[cH:20][cH:19]2)[OH:18])[cH:4][cH:5][n:6]1. Solvent: C(C)O (ethanol). Yields the product C(C)(=O)NC1=CC=C(C=C1)C1=NN=C(CC2=C1C=C1C(=C2)OCO1)C (1-(4-Acetylaminophenyl)-4-methyl-7,8-methylenedioxy-5H-2,3-benzodiazepine). As a reaction SMILES: [NH2:1][C:2]1[CH:7]=[CH:6][C:5]([C:8]2[C:14]3[CH:15]=[C:16]4[O:21][CH2:20][O:19][C:17]4=[CH:18][C:13]=3[CH2:12][C:11]([CH3:22])=[N:10][N:9]=2)=[CH:4][CH:3]=1.[C:23](OC(=O)C)(=[O:25])[CH3:24]>C(O)C>[C:23]([NH:1][C:2]1[CH:7]=[CH:6][C:5]([C:8]2[C:14]3[CH:15]=[C:16]4[O:21][CH2:20][O:19][C:17]4=[CH:18][C:13]=3[CH2:12][C:11]([CH3:22])=[N:10][N:9]=2)=[CH:4][CH:3]=1)(=[O:25])[CH3:24]. Procedure details: 10 g (34 mmol) of 1-(4-aminophenyl)-4-methyl-7,8-methylenedioxy-5H-2,3-benzodiazepine were stirred for 3 hours with 100 ml of acetic anhydride. The crystals formed were filtered, washed with 5×10 ml of anhydrous ethanol and dried, yielding 9.2 g of raw product, m.p. 252°-254° C. (decomp.). This product was treated with 45 ml of hot 99.5% ethanol. After cooling the crystals were filtered, washed with 3×10 ml of ethanol and dried to give 8.68 g (76.1%) of the aimed product, m.p.: 256°-258° C. (dec... Yield: 76.1%. Starting materials: NC1=CC=C(C=C1)C1=NN=C(CC2=C1C=C1C(=C2)OCO1)C (1-(4-aminophenyl)-4-methyl-7,8-methylenedioxy-5H-2,3-benzodiazepine), C(C)(=O)OC(C)=O (acetic anhydride). The reactants are COC(=O)C1=C(C2=C(N=CN=C2NC2=C(C=C(C=C2)F)O[C@@H]2[C@H](CCC2)NC(=O)OC(C)(C)C)S1)C ((1S,2S) 4-[2-(2-tert-butoxycarbonylamino-cyclopentyloxy)-4-fluoro-phenylamino]-5-methyl thieno[2,3-d]pyrimidine-6-carboxylic acid methyl ester), [OH-].[Na+] (sodium hydroxide), Cl (hydrochloric acid). Run in O (water), CO (MeOH). Reaction conditions: time 8 hour. Product: C(C)(C)(C)OC(=O)N[C@@H]1[C@H](CCC1)OC1=C(C=CC(=C1)F)NC=1C2=C(N=CN1)SC(=C2C)C(=O)O ((1S,2S) 4-[2-(2-tert-Butoxycarbonylamino-cyclopentyloxy)-4-fluoro-phenylamino]-5-methyl thieno[2,3-d]pyrimidine-6-carboxylic acid). RXN SMILES: C[O:2][C:3]([C:5]1[S:35][C:8]2[N:9]=[CH:10][N:11]=[C:12]([NH:13][C:14]3[CH:19]=[CH:18][C:17]([F:20])=[CH:16][C:15]=3[O:21][C@H:22]3[CH2:26][CH2:25][CH2:24][C@@H:23]3[NH:27][C:28]([O:30][C:31]([CH3:34])([CH3:33])[CH3:32])=[O:29])[C:7]=2[C:6]=1[CH3:36])=[O:4].[OH-].[Na+].Cl>CO.O>[C:31]([O:30][C:28]([NH:27][C@H:23]1[CH2:24][CH2:25][CH2:26][C@@H:22]1[O:21][C:15]1[CH:16]=[C:17]([F:20])[CH:18]=[CH:19][C:14]=1[NH:13][C:12]1[C:7]2[C:6]([CH3:36])=[C:5]([C:3]([OH:4])=[O:2])[S:35][C:8]=2[N:9]=[CH:10][N:11]=1)=[O:29])([CH3:34])([CH3:32])[CH3:33] |f:1.2|. Procedure details: A mixture of 2.4 g (1S,2S) 4-[2-(2-tert-butoxycarbonylamino-cyclopentyloxy)-4-fluoro-phenylamino]-5-methyl thieno[2,3-d]pyrimidine-6-carboxylic acid methyl ester and 20 ml 1M sodium hydroxide solution in 50 ml MeOH was stirred at rt overnight. To the reaction mixture was added 20 ml 1M hydrochloric acid until a pH range of 2-3 was reached. The mixture was diluted with water and filtrated. The solid was dried in vacuo at 50° C. Starting materials: C(CCCCCCCCC=C)O (10-undecenyl alcohol), O=S(Cl)Cl (SOCl2), C(Cl)Cl (CH2Cl2). Reagents/catalysts: N1=CC=CC=C1 (pyridine). Run in O (water). Conditions: temperature 65 celsius. Yields the product C(CCCCCCCCC=C)Cl (10-UNDECENYL CHLORIDE). The yield is 84.7%. Reaction SMILES: [CH2:1](O)[CH2:2][CH2:3][CH2:4][CH2:5][CH2:6][CH2:7][CH2:8][CH2:9][CH:10]=[CH2:11].O=S(Cl)[Cl:15].C(Cl)Cl>N1C=CC=CC=1.O>[CH2:1]([Cl:15])[CH2:2][CH2:3][CH2:4][CH2:5][CH2:6][CH2:7][CH2:8][CH2:9][CH:10]=[CH2:11]. Procedure: To a solution of 100 g (0.588 mole) of 10-undecenyl alcohol and 2 g of pyridine was added 75 g (0.63 mole) of SOCl2 dropwise over a period of 45 minutes at 25° C. The solution was heated at 65° C. for 5 hours. CH2Cl2 (100 mL) was added and the solution was water washed twice, dried with MgSO4, filtered, and the CH2Cl2 evaporated. The residue (103 g) by GC analysis showed a purity of 99.3% VIII with 0.7% alcohol; IR showed no OH band and absorbence at 1641-1. Distillation (15.24 centimeter jacket... Starting materials: COc1ccc2c(c1)CCC(Br)=C2c1ccc(OCCN2CCCC2)nc1, C1CCOC1, [Cl-], [Cl-], [Cl-], [Li]c1ccccc1, [NH4+], [Zn+2], c1ccc(P(c2ccccc2)(c2ccccc2)[Pd](P(c2ccccc2)(c2ccccc2)c2ccccc2)(P(c2ccccc2)(c2ccccc2)c2ccccc2)P(c2ccccc2)(c2ccccc2)c2ccccc2)cc1. Yields the product COc1ccc2c(c1)CCC(c1ccccc1)=C2c1ccc(OCCN2CCCC2)nc1. RXN SMILES: [Br:8][C:9]1=[C:10]([c:21]2[cH:22][cH:23][c:24]([O:27][CH2:28][CH2:29][N:30]3[CH2:31][CH2:32][CH2:33][CH2:34]3)[n:25][cH:26]2)[c:11]2[cH:12][cH:13][c:14]([O:19][CH3:20])[cH:15][c:16]2[CH2:17][CH2:18]1.[CH2:37]1[O:38][CH2:39][CH2:40][CH2:41]1.[Cl-:35].[Cl-:42].[Cl-:44].[Li:1][c:2]1[cH:3][cH:4][cH:5][cH:6][cH:7]1.[NH4+:36].[Zn+2:43].[cH:45]1[cH:46][cH:47][c:48]([P:49]([Pd:50]([P:51]([c:52]2[cH:53][cH:54][cH:55][cH:56][cH:57]2)([c:58]2[cH:59][cH:60][cH:61][cH:62][cH:63]2)[c:64]2[cH:65][cH:66][cH:67][cH:68][cH:69]2)([P:70]([c:71]2[cH:72][cH:73][cH:74][cH:75][cH:76]2)([c:77]2[cH:78][cH:79][cH:80][cH:81][cH:82]2)[c:83]2[cH:84][cH:85][cH:86][cH:87][cH:88]2)[P:89]([c:90]2[cH:91][cH:92][cH:93][cH:94][cH:95]2)([c:96]2[cH:97][cH:98][cH:99][cH:100][cH:101]2)[c:102]2[cH:103][cH:104][cH:105][cH:106][cH:107]2)([c:108]2[cH:109][cH:110][cH:111][cH:112][cH:113]2)[c:114]2[cH:115][cH:116][cH:117][cH:118][cH:119]2)[cH:120][cH:121]1>>[c:2]1([C:9]2=[C:10]([c:21]3[cH:22][cH:23][c:24]([O:27][CH2:28][CH2:29][N:30]4[CH2:31][CH2:32][CH2:33][CH2:34]4)[n:25][cH:26]3)[c:11]3[cH:12][cH:13][c:14]([O:19][CH3:20])[cH:15][c:16]3[CH2:17][CH2:18]2)[cH:3][cH:4][cH:5][cH:6][cH:7]1. Starting materials: CC(=O)[O-], O=C([O-])O, CC(=O)[O-], CCC(CC)(c1ccc(B2OC(C)(C)C(C)(C)O2)cc1)c1ccc(OCC(=O)C(C)(C)C)c(C)c1, COC(=O)Cc1cncc(Br)c1, Cc1ccccc1, COc1cccc(OC)c1-c1ccccc1P(C1CCCCC1)C1CCCCC1, [K+], [K+], [K+], [Na+], O, O=P([O-])([O-])[O-], [Pd+2]. Product: CCC(CC)(c1ccc(-c2cncc(CC(=O)OC)c2)cc1)c1ccc(OCC(=O)C(C)(C)C)c(C)c1. Reaction SMILES: [C:102]([O-:103])(=[O:104])[CH3:105].[C:85](=[O:86])([OH:87])[O-:88].[C:97]([O-:98])(=[O:99])[CH3:100].[CH2:50]([CH3:51])[C:52]([CH2:53][CH3:54])([c:55]1[cH:56][cH:57][c:58]([B:61]2[O:62][C:63]([CH3:64])([CH3:65])[C:66]([CH3:67])([CH3:68])[O:69]2)[cH:59][cH:60]1)[c:70]1[cH:71][c:72]([CH3:84])[c:73]([O:74][CH2:75][C:76]([C:77]([CH3:78])([CH3:79])[CH3:80])=[O:81])[cH:82][cH:83]1.[CH3:1][O:2][C:3]([CH2:4][c:5]1[cH:6][n:7][cH:8][c:9]([Br:11])[cH:10]1)=[O:12].[CH3:90][c:91]1[cH:92][cH:93][cH:94][cH:95][cH:96]1.[CH:13]1([P:14]([CH:15]2[CH2:16][CH2:17][CH2:18][CH2:19][CH2:20]2)[c:21]2[cH:22][cH:23][cH:24][cH:25][c:26]2-[c:27]2[c:28]([O:29][CH3:30])[cH:31][cH:32][cH:33][c:34]2[O:35][CH3:36])[CH2:37][CH2:38][CH2:39][CH2:40][CH2:41]1.[K+:47].[K+:48].[K+:49].[Na+:89].[OH2:106].[P:42]([O-:43])([O-:44])([O-:45])=[O:46].[Pd+2:101]>>[CH3:1][O:2][C:3]([CH2:4][c:5]1[cH:6][n:7][cH:8][c:9](-[c:58]2[cH:57][cH:56][c:55]([C:52]([CH2:50][CH3:51])([CH2:53][CH3:54])[c:70]3[cH:71][c:72]([CH3:84])[c:73]([O:74][CH2:75][C:76]([C:77]([CH3:78])([CH3:79])[CH3:80])=[O:81])[cH:82][cH:83]3)[cH:60][cH:59]2)[cH:10]1)=[O:12]. Product: O=C(O)c1cccc(NC(=O)c2ccccc2)c1. Reaction SMILES: [C:13]([c:14]1[cH:15][cH:16][cH:17][cH:18][cH:19]1)(=[O:20])[Cl:21].[ClH:22].[NH2:1][c:2]1[cH:3][cH:4][cH:5][c:6]([C:8]([OH:9])=[O:10])[cH:7]1.[Na+:12].[OH-:11].[OH2:23]>>[NH:1]([c:2]1[cH:3][cH:4][cH:5][c:6]([C:8]([OH:9])=[O:10])[cH:7]1)[C:13]([c:14]1[cH:15][cH:16][cH:17][cH:18][cH:19]1)=[O:20]. Starting materials: O=C(Cl)c1ccccc1, Cl, Nc1cccc(C(=O)O)c1, [Na+], [OH-], O.